The task is: describe an organic reaction: reactants, conditions, products, and yield. This data is from the Open Reaction Database (ORD), a public repository of structured organic reaction records. Product: ClC1=NC=CC(=C1)C#CC=1N=C(N(C1)C1=CC(=CC=C1)OC)C (2-Chloro-4-[1 -(3-methoxy-phenyl)-2-methyl-1H-imidazol4-ylethynyl]-pyridine). Starting materials: ClC1=NC=CC(=C1)C#CC=1N=C(NC1)C (2-chloro-4-(2-methyl-1H-imidazol-4-ylethynyl)-pyridine), COC=1C=C(C=CC1)B(O)O (3-methoxy-benzene boronic acid). Reaction SMILES: [Cl:1][C:2]1[CH:7]=[C:6]([C:8]#[C:9][C:10]2[N:11]=[C:12]([CH3:15])[NH:13][CH:14]=2)[CH:5]=[CH:4][N:3]=1.[CH3:16][O:17][C:18]1[CH:19]=[C:20](B(O)O)[CH:21]=[CH:22][CH:23]=1>>[Cl:1][C:2]1[CH:7]=[C:6]([C:8]#[C:9][C:10]2[N:11]=[C:12]([CH3:15])[N:13]([C:22]3[CH:21]=[CH:20][CH:19]=[C:18]([O:17][CH3:16])[CH:23]=3)[CH:14]=2)[CH:5]=[CH:4][N:3]=1. Procedure details: The title compound, MS: m/e=324.8 (M+H+), was prepared in accordance with the general method of example 7 from 2-chloro-4-(2-methyl-1H-imidazol-4-ylethynyl)-pyridine and 3-methoxy-benzene boronic acid. Reactants: NC1[C@@H]2N(C(=C(CS2)C(CCNC(=O)N)SC2=NN=NN2)C(=O)O)C1=O (7-amino-3-[1-(2-ureidoethyl)tetrazol-5-ylthiomethyl]-3-cephem-4-carboxylic acid), CN(C=O)C (dimethylformamide), ester, FC(CS(=O)CC(=O)O)(F)F (2,2,2-trifluoroethylsulfinylacetic acid). Solvent: C(C)N(CC)CC (triethylamine). Product: FC(CS(=O)CC(=O)NC1[C@@H]2N(C(=C(CS2)C(CCNC(=O)N)SC2=NN=NN2)C(=O)O)C1=O)(F)F (7-(2,2,2-Trifluoroethylsulfinylacetamido)-3-[1-(2-ureidoethyl)tetrazol-5-ylthiomethyl]-3-cephem-4-carboxylic acid). As a reaction SMILES: [NH2:1][CH:2]1[C:25](=[O:26])[N:4]2[C:5]([C:22]([OH:24])=[O:23])=[C:6]([CH:9]([S:16][C:17]3[NH:21][N:20]=[N:19][N:18]=3)[CH2:10][CH2:11][NH:12][C:13]([NH2:15])=[O:14])[CH2:7][S:8][C@H:3]12.CN(C)C=O.[F:32][C:33]([F:42])([F:41])[CH2:34][S:35]([CH2:37][C:38](O)=[O:39])=[O:36]>C(N(CC)CC)C>[F:32][C:33]([F:42])([F:41])[CH2:34][S:35]([CH2:37][C:38]([NH:1][CH:2]1[C:25](=[O:26])[N:4]2[C:5]([C:22]([OH:24])=[O:23])=[C:6]([CH:9]([S:16][C:17]3[NH:18][N:19]=[N:20][N:21]=3)[CH2:10][CH2:11][NH:12][C:13]([NH2:15])=[O:14])[CH2:7][S:8][C@H:3]12)=[O:39])=[O:36]. Reported procedure: A suspension of 4.0 g. (0.01 mol.) of 7-amino-3-[1-(2-ureidoethyl)tetrazol-5-ylthiomethyl]-3-cephem-4-carboxylic acid in 50 ml. of dry dimethylformamide is treated with 2 ml. of triethylamine and the mixture is stirred for 15 minutes at 25°. A slight excess of 0.01 mol. of the activated ester of 2,2,2-trifluoroethylsulfinylacetic acid is added to the mixture and it is stirred an additional hour. The reaction mixture is evaporated to dryness and water and ethyl acetate are added to the residue. T... Starting materials: C(C)(=O)NC(C(=O)OCC)C(=O)OCC (diethyl acetamidomalonate), [H-].[Na+] (sodium hydride), C(C)(=O)OCCCCBr (4-bromobutyl acetate). The solvent is CN(C=O)C (dimethylformamide), CN(C=O)C (dimethylformamide). Reaction conditions: temperature 0 celsius, time 1 hour. The product is C(C)(=O)NC(C(=O)OCC)(C(=O)OCC)CCCCOC(C)=O (2-(Acetylamino)-2-[4-(acetyloxy)butyl]propanedioic acid, diethyl ester). Isolated yield 98.3%. As a reaction SMILES: [H-].[Na+].[C:3]([NH:6][CH:7]([C:13]([O:15][CH2:16][CH3:17])=[O:14])[C:8]([O:10][CH2:11][CH3:12])=[O:9])(=[O:5])[CH3:4].[C:18]([O:21][CH2:22][CH2:23][CH2:24][CH2:25]Br)(=[O:20])[CH3:19]>CN(C)C=O>[C:3]([NH:6][C:7]([CH2:25][CH2:24][CH2:23][CH2:22][O:21][C:18](=[O:20])[CH3:19])([C:13]([O:15][CH2:16][CH3:17])=[O:14])[C:8]([O:10][CH2:11][CH3:12])=[O:9])(=[O:5])[CH3:4] |f:0.1|. Reported procedure: A stirred suspension of 95% sodium hydride (60.8 g, 2.532 mol) in anhydrous dimethylformamide (500 ml) under an atmosphere of argon was cooled to 0° C. (ice bath). A solution of diethyl acetamidomalonate (500 g, 2.302 mol) in anhydrous dimethylformamide (1.2 l) was added over a period of 45 minutes while keeping the reaction temperature below 18° C. After the addition was complete, the turbid solution was gradually warmed to room temperature. After stirring for one hour at room temperature, 4-br... Reported procedure: To a solution of 1.44 g (2.95 mmol) 1-[3-(5-chloro-1H-pyrrolo[2,3-b]pyridin-4-yl)-phenyl]-2-hydroxymethyl-5-(4-methoxy-benzyloxy)-1H-pyridin-4-one in 14.5 mL DMSO was added 1.67 g (5.90 mmol) o-iodoxybenzoic acid (99%). The mixture was stirred for 4 h at room temperature, then slowly diluted with 30 mL of a 1:1:1 mixture of sat. aq. sodium thiosulfate, sat. aq. NaHCO3, and water. The crude product precipitated and was collected by filtration and dried in vacuo. Purification by automated flash ch... Reactants: ClC=1C(=C2C(=NC1)NC=C2)C=2C=C(C=CC2)N2C(=CC(C(=C2)OCC2=CC=C(C=C2)OC)=O)CO (1-[3-(5-chloro-1H-pyrrolo[2,3-b]pyridin-4-yl)-phenyl]-2-hydroxymethyl-5-(4-methoxy-benzyloxy)-1H-pyridin-4-one), I(=O)(=O)C1=C(C(=O)O)C=CC=C1 (o-iodoxybenzoic acid). Product: ClC=1C(=C2C(=NC1)NC=C2)C=2C=C(C=CC2)N2C(=CC(C(=C2)OCC2=CC=C(C=C2)OC)=O)C=O (1-[3-(5-chloro-1H-pyrrolo[2,3-b]pyridin-4-yl)-phenyl]-5-(4-methoxy-benzyloxy)-4-oxo-1,4-dihydro-pyridine-2-carbaldehyde). Conditions: time 4 hour. Solvent: S(=S)(=O)([O-])[O-].[Na+].[Na+] (sodium thiosulfate), C(=O)(O)[O-].[Na+] (NaHCO3), O (water), CS(=O)C (DMSO). RXN SMILES: [Cl:1][C:2]1[C:3]([C:11]2[CH:12]=[C:13]([N:17]3[CH:22]=[C:21]([O:23][CH2:24][C:25]4[CH:30]=[CH:29][C:28]([O:31][CH3:32])=[CH:27][CH:26]=4)[C:20](=[O:33])[CH:19]=[C:18]3[CH2:34][OH:35])[CH:14]=[CH:15][CH:16]=2)=[C:4]2[CH:10]=[CH:9][NH:8][C:5]2=[N:6][CH:7]=1.I(C1C=CC=CC=1C(O)=O)(=O)=O>CS(C)=O.S([O-])([O-])(=O)=S.[Na+].[Na+].C([O-])(O)=O.[Na+].O>[Cl:1][C:2]1[C:3]([C:11]2[CH:12]=[C:13]([N:17]3[CH:22]=[C:21]([O:23][CH2:24][C:25]4[CH:30]=[CH:29][C:28]([O:31][CH3:32])=[CH:27][CH:26]=4)[C:20](=[O:33])[CH:19]=[C:18]3[CH:34]=[O:35])[CH:14]=[CH:15][CH:16]=2)=[C:4]2[CH:10]=[CH:9][NH:8][C:5]2=[N:6][CH:7]=1 |f:3.4.5,6.7|. The reactants are O=C([O-])[O-], CCCCO, CN1CC(CCCCCl)OC1=O, Cl, Cl, [I-], [K+], [K+], [K+], c1cnc(N2CCNCC2)nc1. Product: CN1CC(CCCCN2CCN(c3ncccn3)CC2)OC1=O. Reaction SMILES: [C:27](=[O:28])([O-:29])[O-:30].[CH2:35]([OH:36])[CH2:37][CH2:38][CH3:39].[Cl:1][CH2:2][CH2:3][CH2:4][CH2:5][CH:6]1[CH2:7][N:8]([CH3:12])[C:9](=[O:11])[O:10]1.[ClH:13].[ClH:14].[I-:34].[K+:31].[K+:32].[K+:33].[n:15]1[c:16]([N:21]2[CH2:22][CH2:23][NH:24][CH2:25][CH2:26]2)[n:17][cH:18][cH:19][cH:20]1>>[CH2:2]([CH2:3][CH2:4][CH2:5][CH:6]1[CH2:7][N:8]([CH3:12])[C:9](=[O:11])[O:10]1)[N:24]1[CH2:23][CH2:22][N:21]([c:16]2[n:15][cH:20][cH:19][cH:18][n:17]2)[CH2:26][CH2:25]1. Reactants: BrC1=CC=2N3C4=C(C=C(C=C4C2C=C1)OCCCO)C(C(=C3)CC=3C=NC=CC3)=O (9-bromo-2-(3-hydroxypropyloxy)-5-(3-pyridylmethyl)-4H-pyrido[3,2,1-jk]carbazole-4-one), S(O)(O)(=O)=O (sulfuric acid). Solvent: CO (methanol), CO (methanol). Run at time 30 minute. Product: S(=O)(=O)(O)O.BrC1=CC=2N3C4=C(C=C(C=C4C2C=C1)OCCCO)C(C(=C3)CC=3C=NC=CC3)=O (9-bromo-2-(3-hydroxypropyloxy)-5-(3-pyridylmethyl)-4H-pyrido[3,2,1-jk]carbazole-4-one sulfate). Isolated yield 81.0%. As a reaction SMILES: [Br:1][C:2]1[CH:14]=[CH:13][C:12]2[C:11]3[C:6]4=[C:7]([C:20](=[O:30])[C:21]([CH2:23][C:24]5[CH:25]=[N:26][CH:27]=[CH:28][CH:29]=5)=[CH:22][N:5]4[C:4]=2[CH:3]=1)[CH:8]=[C:9]([O:15][CH2:16][CH2:17][CH2:18][OH:19])[CH:10]=3.[S:31](=[O:35])(=[O:34])([OH:33])[OH:32]>CO>[S:31]([OH:35])([OH:34])(=[O:33])=[O:32].[Br:1][C:2]1[CH:14]=[CH:13][C:12]2[C:11]3[C:6]4=[C:7]([C:20](=[O:30])[C:21]([CH2:23][C:24]5[CH:25]=[N:26][CH:27]=[CH:28][CH:29]=5)=[CH:22][N:5]4[C:4]=2[CH:3]=1)[CH:8]=[C:9]([O:15][CH2:16][CH2:17][CH2:18][OH:19])[CH:10]=3 |f:3.4|. Procedure details: 9-bromo-2-(3-hydroxypropyloxy)-5-(3-pyridylmethyl)-4H-pyrido[3,2,1-jk]carbazole-4-one (50 mg) obtained in Example 110 was suspended in methanol (100 ml) and to the suspension was added a solution of sulfuric acid (6×10-3 ml) in methanol (5 ml) at room temperature. The mixture was stirred for 30 minutes. The solvent was evaporated under reduced pressure, and the resulting crude crystals were washed with a small amount of methanol and ether in succession to obtain the title compound (49 mg, 81%). As a reaction SMILES: [CH3:40][C:41]([CH3:42])([O-:43])[CH3:44].[Cl:46][CH2:47][Cl:48].[Na+:45].[o:1]1[c:2]([C:6](=[O:7])[NH:8][C:9]2([C:15](=[O:16])[NH:17][CH:18]3[CH:19]([OH:39])[CH2:20][N:21]([c:24]4[c:25]([NH:31][C:32]([C:33]([CH2:34][Cl:35])([CH3:36])[CH3:37])=[O:38])[cH:26][c:27]([F:30])[cH:28][cH:29]4)[CH2:22][CH2:23]3)[CH2:10][CH2:11][CH2:12][CH2:13][CH2:14]2)[cH:3][cH:4][cH:5]1>>[o:1]1[c:2]([C:6](=[O:7])[NH:8][C:9]2([C:15](=[O:16])[NH:17][CH:18]3[CH:19]([OH:39])[CH2:20][N:21]([c:24]4[c:25]([N:31]5[C:32](=[O:38])[C:33]([CH3:36])([CH3:37])[CH2:34]5)[cH:26][c:27]([F:30])[cH:28][cH:29]4)[CH2:22][CH2:23]3)[CH2:10][CH2:11][CH2:12][CH2:13][CH2:14]2)[cH:3][cH:4][cH:5]1. The product is CC1(C)CN(c2cc(F)ccc2N2CCC(NC(=O)C3(NC(=O)c4ccco4)CCCCC3)C(O)C2)C1=O. Reactants: CC(C)(C)[O-], ClCCl, [Na+], CC(C)(CCl)C(=O)Nc1cc(F)ccc1N1CCC(NC(=O)C2(NC(=O)c3ccco3)CCCCC2)C(O)C1. Reactants: N1=CC(=CC=C1)C(O)C1=C(C=C(C=C1)Cl)Cl (3-pyridyl-2,4-dichlorophenylcarbinol), S(=O)(Cl)Cl (thionyl chloride), S(=O)(Cl)Cl (thionyl chloride). Run in C(Cl)(Cl)Cl (chloroform), C(Cl)(Cl)Cl (chloroform). Conditions: temperature 0 celsius, time 2 hour. The product is Cl.ClC(C1=C(C=C(C=C1)Cl)Cl)C=1C=NC=CC1 (alpha-chloro-alpha-(3-pyridyl)-2,4-dichlorotoluene hydrochloride salt). As a reaction SMILES: [N:1]1[CH:6]=[CH:5][CH:4]=[C:3]([CH:7]([C:9]2[CH:14]=[CH:13][C:12]([Cl:15])=[CH:11][C:10]=2[Cl:16])O)[CH:2]=1.S(Cl)([Cl:19])=O>C(Cl)(Cl)Cl>[ClH:15].[Cl:19][CH:7]([C:3]1[CH:2]=[N:1][CH:6]=[CH:5][CH:4]=1)[C:9]1[CH:14]=[CH:13][C:12]([Cl:15])=[CH:11][C:10]=1[Cl:16] |f:3.4|. Procedure: To a 100 ml Erlenmeyer flask equipped with a reflux condensor is added 2.54 gm of 3-pyridyl-2,4-dichlorophenylcarbinol and 30 ml of chloroform. The system is cooled to 0° C. and 1.31 gm (1.2 equivalents) of thionyl chloride in 25 ml of chloroform is added over 1/2-hour. After addition of the thionyl chloride, the system is allowed to come to room temperature and stirred there for 2 hours. The system is then heated at reflux for 1 hour. The chloroform is removed by stripping to give the alpha-chl... Starting materials: Cc1cc(CO)n(C)n1, O=S(Cl)Cl. Yields the product Cc1cc(CCl)n(C)n1. As a reaction SMILES: [CH3:1][n:2]1[n:3][c:4]([CH3:9])[cH:5][c:6]1[CH2:7][OH:8].[S:10]([Cl:11])([Cl:12])=[O:13]>>[CH3:1][n:2]1[n:3][c:4]([CH3:9])[cH:5][c:6]1[CH2:7][Cl:12]. Starting materials: C(C)(=O)O[C@H]1[C@H]([C@H](SC2=CC=CC=C2)O[C@H]([C@@H]1OC(C)=O)C)OCC1=CC=CC=C1 (Phenyl 3,4-Di-O-acetyl-2-O-benzyl-1-thio-α-L-rhamnopyranoside), BrBr (Br2). Run in C(Cl)Cl (CH2Cl2), C(Cl)Cl (CH2Cl2). Reaction conditions: temperature 0 celsius, time 1 hour. Product: C(C)(=O)O[C@H]1[C@H]([C@@H](O[C@H]([C@@H]1OC(C)=O)C)Br)OCC1=CC=CC=C1 (3,4-Di-O-acetyl-2-O-benzyl-α-L-rhamnopyranosyl Bromide). As a reaction SMILES: [C:1]([O:4][C@@H:5]1[C@@H:17]([O:18][C:19](=[O:21])[CH3:20])[C@H:16]([CH3:22])[O:15][C@@H:7](SC2C=CC=CC=2)[C@@H:6]1[O:23][CH2:24][C:25]1[CH:30]=[CH:29][CH:28]=[CH:27][CH:26]=1)(=[O:3])[CH3:2].[Br:31]Br>C(Cl)Cl>[C:1]([O:4][C@@H:5]1[C@@H:17]([O:18][C:19](=[O:21])[CH3:20])[C@H:16]([CH3:22])[O:15][C@@H:7]([Br:31])[C@@H:6]1[O:23][CH2:24][C:25]1[CH:30]=[CH:29][CH:28]=[CH:27][CH:26]=1)(=[O:3])[CH3:2]. Reported procedure: To a solution containing 1.00 g (2.32 mmol) of 8 in 25 mL of anhydrous CH2Cl2 at 0° C. under argon was added 0.50 g (0.16 mL, 3.14 mmol) of Br2. The reaction mixture was stirred at 0° C. for 1 h. The reaction mixture was diluted with 20 mL of CH2Cl2 and washed with 100 mL of 3% aq NaHSO3. The organic layer was separated, dried (MgSO4) and concentrated under diminished pressure. The residue was then purified by flash chromatography on a silica gel column (26×4 cm).